The task is: describe an organic reaction: reactants, conditions, products, and yield. This data is from the Open Reaction Database (ORD), a public repository of structured organic reaction records. The reactants are BrCC(=O)C1=CC(=C(C=C1)Cl)S(N)(=O)=O (2-bromo-4'-chloro-3'-sulfamoylacetophenone), C1(CC1)NC(=S)NC (1-cyclopropyl-3-methylthiourea). Product: Br.ClC1=C(C=C(C=C1)C1(N(C(SC1)=NC1CC1)C)O)S(N)(=O)=O (4-(4-Chloro-3-sulfamoyl-phenyl)-2-cyclopropylimino-3-methyl-1,3-thiazolidine-4-ol-hydrobromide). Reaction SMILES: [Br:1][CH2:2][C:3]([C:5]1[CH:10]=[CH:9][C:8]([Cl:11])=[C:7]([S:12](=[O:15])(=[O:14])[NH2:13])[CH:6]=1)=[O:4].[CH:16]1([NH:19][C:20]([NH:22][CH3:23])=[S:21])[CH2:18][CH2:17]1>>[BrH:1].[Cl:11][C:8]1[CH:9]=[CH:10][C:5]([C:3]2([OH:4])[CH2:2][S:21][C:20](=[N:19][CH:16]3[CH2:18][CH2:17]3)[N:22]2[CH3:23])=[CH:6][C:7]=1[S:12](=[O:15])(=[O:14])[NH2:13] |f:2.3|. Reported procedure: 4.15 g of 2-bromo-4'-chloro-3'-sulfamoylacetophenone were reacted with 1.95 g of 1-cyclopropyl-3-methylthiourea according to the prescription given in Example 23 and the oily precipitate was crystallized with diisopropyl ether. Reactants: OC1=C(C=NC2=CC=C(C=C12)O)C(=O)OCC (ethyl 4,6-dihydroxyquinoline-3-carboxylate), ClC1=CC=C(CN)C=C1 (4-chlorobenzylamine). Solvent: C(Cl)Cl (CH2Cl2). Reaction conditions: temperature 180 celsius. Yields the product ClC1=CC=C(C=C1)CNC(=O)C=1C=NC2=CC=C(C=C2C1O)O (N-[(4-Chlorophenyl)methyl]-4,6-dihydroxy-3-quinoline-carboxamide). The yield is 52.8%. Reaction SMILES: [OH:1][C:2]1[C:11]2[C:6](=[CH:7][CH:8]=[C:9]([OH:12])[CH:10]=2)[N:5]=[CH:4][C:3]=1[C:13]([O:15]CC)=O.[Cl:18][C:19]1[CH:26]=[CH:25][C:22]([CH2:23][NH2:24])=[CH:21][CH:20]=1>C(Cl)Cl>[Cl:18][C:19]1[CH:26]=[CH:25][C:22]([CH2:23][NH:24][C:13]([C:3]2[CH:4]=[N:5][C:6]3[C:11]([C:2]=2[OH:1])=[CH:10][C:9]([OH:12])=[CH:8][CH:7]=3)=[O:15])=[CH:21][CH:20]=1. Procedure: A mixture of 4-aminophenol (5.457 g) and diethyl ethoxymethylenemalonate (10.81 g) is heated to 130° C. for 2 h with removal of ethanol by a Dean-Stark trap. The reaction is cooled to room temperature. Diphenyl ether (50 mL) is added and the mixture is heated to 250° C. for 45 min with removal of ethanol by a Dean-Stark trap. The solution is cooled to 80° C. and the resulting solid is collected and washed with hexanes. The solid is suspended in 250 mL MeOH and brought to a boil. The insoluble ma... Reactants: CCC(C)Br, c1ccc2[nH]ccc2c1. Product: CCC(C)n1ccc2ccccc21. As a reaction SMILES: [Br:10][CH:11]([CH3:12])[CH2:13][CH3:14].[nH:1]1[cH:2][cH:3][c:4]2[cH:5][cH:6][cH:7][cH:8][c:9]12>>[n:1]1([CH:11]([CH3:12])[CH2:13][CH3:14])[cH:2][cH:3][c:4]2[cH:5][cH:6][cH:7][cH:8][c:9]12. The reactants are CN(C(=O)C1=NC=C(C=C1N(COC)S(=O)(=O)C1=CC(=C(C=C1)Cl)C(F)(F)F)Cl)C1=CC=C(C=C1)F (5-Chloro-3-[(4-chloro-3-trifluoromethyl-benzenesulfonyl)-methoxymethyl-amino]-pyridine-2-carboxylic acid N-methyl-N-(4-fluorophenyl)amide), Cl (HCl). RXN SMILES: [CH3:1][N:2]([C:30]1[CH:35]=[CH:34][C:33]([F:36])=[CH:32][CH:31]=1)[C:3]([C:5]1[C:10]([N:11]([S:15]([C:18]2[CH:23]=[CH:22][C:21]([Cl:24])=[C:20]([C:25]([F:28])([F:27])[F:26])[CH:19]=2)(=[O:17])=[O:16])COC)=[CH:9][C:8]([Cl:29])=[CH:7][N:6]=1)=[O:4].Cl>O.O1CCOCC1>[CH3:1][N:2]([C:30]1[CH:35]=[CH:34][C:33]([F:36])=[CH:32][CH:31]=1)[C:3]([C:5]1[C:10]([NH:11][S:15]([C:18]2[CH:23]=[CH:22][C:21]([Cl:24])=[C:20]([C:25]([F:28])([F:26])[F:27])[CH:19]=2)(=[O:17])=[O:16])=[CH:9][C:8]([Cl:29])=[CH:7][N:6]=1)=[O:4]. Procedure: 5-Chloro-3-[(4-chloro-3-trifluoromethyl-benzenesulfonyl)-methoxymethyl-amino]-pyridine-2-carboxylic acid N-methyl-N-(4-fluorophenyl)amide (141 mg, 0.258 mmol) was magnetically stirred in water (1.0 mL) and 4N HCl in dioxane (2.5 mL) and heated at 85° C. (oil bath) for 7 h. LCMS indicated complete reaction; the reaction was concentrated and the residue was neutralized (pH 7) with aqueous sodium bicarbonate and extracted with EtOAc (3×80 mL). The extracts were dried (MgSO4), filtered, and chromato... The product is CN(C(=O)C1=NC=C(C=C1NS(=O)(=O)C1=CC(=C(C=C1)Cl)C(F)(F)F)Cl)C1=CC=C(C=C1)F (5-chloro-3-(4-chloro-3-trifluoromethyl-benzenesulfonylamino)-pyridine-2-carboxylic acid N-methyl-N-(4-fluorophenyl)amide). Solvent: O (water), O1CCOCC1 (dioxane). Reactants: Cc1nc2c(F)cc(C(C)(C)C)cc2c(O)c1C, CCOC(=O)Cl, [H-], [Na+], C1CCOC1, O. Yields the product CCOC(=O)c1c(C)c(C)nc2c(F)cc(C(C)(C)C)cc12. Reaction SMILES: [CH3:3][c:4]1[n:5][c:6]2[c:7]([F:20])[cH:8][c:9]([C:16]([CH3:17])([CH3:18])[CH3:19])[cH:10][c:11]2[c:12]([OH:15])[c:13]1[CH3:14].[Cl:21][C:22](=[O:23])[O:24][CH2:25][CH3:26].[H-:1].[Na+:2].[O:28]1[CH2:29][CH2:30][CH2:31][CH2:32]1.[OH2:27]>>[CH3:3][c:4]1[n:5][c:6]2[c:7]([F:20])[cH:8][c:9]([C:16]([CH3:17])([CH3:18])[CH3:19])[cH:10][c:11]2[c:12]([C:22](=[O:23])[O:24][CH2:25][CH3:26])[c:13]1[CH3:14]. Yields the product Cl.C(C1=CC=CC=C1)(=O)N1N=C(C2=CC=C(C=C12)F)N1CCN(CC1)CCN1C(C=2C(C1=O)=CC=CC2)=O (N-[2-[4-(1-Benzoyl-6-fluoro-1H-indazol-3-yl)-1-piperazinyl]ethyl]phthalimide hydrochloride). Reaction conditions: time 2 hour. The solvent is CCOCC (Et2O). Reactants: FC1=CC=C2C(=NNC2=C1)N1CCN(CC1)CCN1C(C2=CC=CC=C2C1=O)=O (2-[2-[4-(6-fluoro-1H-indazol-3-yl)-1-piperazinyl]ethyl]-1H-isoindol-1,3-(2H)-dione), C(C1=CC=CC=C1)(=O)Cl (benzoyl chloride), C(C)O (ethanol). Reported procedure: A mixture of 2-[2-[4-(6-fluoro-1H-indazol-3-yl)-1-piperazinyl]ethyl]-1H-isoindol-1,3-(2H)-dione (6.0 g, 15 mmol) and benzoyl chloride (25 ml) was stirred at 175 C. under N2 for 2.0 hours. The reaction was cooled and diluted with anhydrous Et2O and the resultant hydrochloride salt was collected to yield 7.2 g. The compound was stirred in boiling absolute ethanol (300 ml) for 1 hour and then at ambient temperature overnight. The solid was collected and dried to afford 6.9 g. Recrystallization from... Reaction SMILES: [F:1][C:2]1[CH:10]=[C:9]2[C:5]([C:6]([N:11]3[CH2:16][CH2:15][N:14]([CH2:17][CH2:18][N:19]4[C:27](=[O:28])[C:26]5[C:21](=[CH:22][CH:23]=[CH:24][CH:25]=5)[C:20]4=[O:29])[CH2:13][CH2:12]3)=[N:7][NH:8]2)=[CH:4][CH:3]=1.[C:30]([Cl:38])(=[O:37])[C:31]1[CH:36]=[CH:35][CH:34]=[CH:33][CH:32]=1.C(O)C>CCOCC>[ClH:38].[C:30]([N:8]1[C:9]2[C:5](=[CH:4][CH:3]=[C:2]([F:1])[CH:10]=2)[C:6]([N:11]2[CH2:16][CH2:15][N:14]([CH2:17][CH2:18][N:19]3[C:27](=[O:28])[C:26]4=[CH:25][CH:24]=[CH:23][CH:22]=[C:21]4[C:20]3=[O:29])[CH2:13][CH2:12]2)=[N:7]1)(=[O:37])[C:31]1[CH:36]=[CH:35][CH:34]=[CH:33][CH:32]=1 |f:4.5|. Starting materials: BrC=1C=CC(=C(C1)C(F)(F)F)F (5-bromo-2-fluorobenzotrifluoride), ( 74 ), ( 71 ), C[C@@H]1N([C@@H](CNC1)C)CCC (cis-2,6-dimethyl-1-propyl-piperazine), Cl (HCl), ( 85 ). The product is FC1=C(C=C(C=C1)N1C[C@@H](N([C@@H](C1)C)CCC)C)C(F)(F)F (cis-4-(4-Fluoro-3-trifluoromethyl-phenyl)-2,6-dimethyl-1-propyl-piperazine). Reaction SMILES: Br[C:2]1[CH:3]=[CH:4][C:5]([F:12])=[C:6]([C:8]([F:11])([F:10])[F:9])[CH:7]=1.[CH3:13][C@H:14]1[CH2:19][NH:18][CH2:17][C@@H:16]([CH3:20])[N:15]1[CH2:21][CH2:22][CH3:23].Cl>>[F:12][C:5]1[CH:4]=[CH:3][C:2]([N:18]2[CH2:17][C@@H:16]([CH3:20])[N:15]([CH2:21][CH2:22][CH3:23])[C@@H:14]([CH3:13])[CH2:19]2)=[CH:7][C:6]=1[C:8]([F:11])([F:10])[F:9]. Procedure: Beginning with 5-bromo-2-fluorobenzotrifluoride and cis-2,6-dimethyl-1-propyl-piperazine, the title compound was recovered by the procedure described in Preparation 9: m.p. 221° C. (HCl), MS m/z (rel. intensity, 70 eV)) 318 (M+, 32), 289 (74), 112 (bp), 70 (71), 56 (85). The reactants are O[C@@H]1C[C@@H]2N(CCN(C2)C(=O)OC(C)(C)C)C1 ((7R,8aS)-tert-butyl 7-hydroxyhexahydropyrrolo[1,2-a]pyrazine-2(1H)-carboxylate), ClC1=NC=C(C=C1)Cl (2,5-dichloropyridine), CC(C)([O-])C.[K+] (potassium tert-butoxide). Run in O1CCCC1 (tetrahydrofuran). Reaction conditions: time 8 hour. The product is ClC=1C=CC(=NC1)O[C@@H]1C[C@@H]2N(CCN(C2)C(=O)OC(C)(C)C)C1 (tert-butyl (7R,8aS)-7-[(5-chloropyridin-2-yl)oxy]hexahydropyrrolo[1,2-a]-pyrazine-2(1H)-carboxylate). As a reaction SMILES: [OH:1][C@H:2]1[CH2:17][N:5]2[CH2:6][CH2:7][N:8]([C:10]([O:12][C:13]([CH3:16])([CH3:15])[CH3:14])=[O:11])[CH2:9][C@@H:4]2[CH2:3]1.Cl[C:19]1[CH:24]=[CH:23][C:22]([Cl:25])=[CH:21][N:20]=1.CC(C)([O-])C.[K+]>O1CCCC1>[Cl:25][C:22]1[CH:23]=[CH:24][C:19]([O:1][C@H:2]2[CH2:17][N:5]3[CH2:6][CH2:7][N:8]([C:10]([O:12][C:13]([CH3:14])([CH3:16])[CH3:15])=[O:11])[CH2:9][C@@H:4]3[CH2:3]2)=[N:20][CH:21]=1 |f:2.3|. Procedure: To a solution of (7R,8aS)-tert-butyl 7-hydroxyhexahydropyrrolo[1,2-a]pyrazine-2(1H)-carboxylate (485 mg, 2 mmol) and 2,5-dichloropyridine (326 mg, 2.2 mmol) in tetrahydrofuran (4 mL) was added potassium tert-butoxide (3 mL, 1 M in tetrahydrofuran). The mixture was stirred at room temperature overnight. The reaction was quenched with water (10 mL), and the crude product was extracted with dichloromethane (2×50 mL). The combined organic fractions were concentrated, and the residue was purified by ... Conditions: time 30 minute. As a reaction SMILES: [CH2:1]([O:8][C:9]1[C:10]([O:23][CH3:24])=[CH:11][C:12]([C:17]2[N:21]=[C:20]([CH3:22])[O:19][N:18]=2)=[C:13]([CH:16]=1)[CH:14]=[O:15])[C:2]1[CH:7]=[CH:6][CH:5]=[CH:4][CH:3]=1.CS(C)=[O:27].S(=O)(=O)(O)O.Cl([O-])=O.[Na+]>O.C(#N)C>[CH2:1]([O:8][C:9]1[C:10]([O:23][CH3:24])=[CH:11][C:12]([C:17]2[N:21]=[C:20]([CH3:22])[O:19][N:18]=2)=[C:13]([CH:16]=1)[C:14]([OH:27])=[O:15])[C:2]1[CH:3]=[CH:4][CH:5]=[CH:6][CH:7]=1 |f:3.4|. Procedure details: To a mixture of 5-benzyloxy-4-methoxy-2-(5-methyl-[1,2,4]oxadiazol-3-yl)benzaldehyde (reference example 15-1) (5.38 g), dimethyl sulfoxide (5.89 mL), concentrated sulfuric acid (0.506 mL), water (8 mL) and acetonitrile (41 mL) was added a mixture of sodium chlorite (2.25 g) and water (10 mL). After stirring at room temperature for 30 minutes, water was added to the mixture. The solid was collected by filtration to give the title compound (3.58 g). Product: C(C1=CC=CC=C1)OC=1C(=CC(=C(C(=O)O)C1)C1=NOC(=N1)C)OC (5-Benzyloxy-4-methoxy-2-(5-methyl-[1,2,4]oxadiazol-3-yl)benzoic acid). Solvent: O (water), C(C)#N (acetonitrile), O (water), O (water). Reactants: Cl(=O)[O-].[Na+] (sodium chlorite), C(C1=CC=CC=C1)OC=1C(=CC(=C(C=O)C1)C1=NOC(=N1)C)OC (5-benzyloxy-4-methoxy-2-(5-methyl-[1,2,4]oxadiazol-3-yl)benzaldehyde), CS(=O)C (dimethyl sulfoxide), S(O)(O)(=O)=O (sulfuric acid). The reactants are CCOC(=O)COc1ccc(N(C)C(=O)OC(C)(C)C)cc1F, COC(=O)COc1ccc(N(C)C(=O)OC(C)(C)C)cc1F, O=C(O)C(F)(F)F. Product: CCOC(=O)COc1ccc(NC)cc1F. RXN SMILES: [CH2:1]([CH3:2])[O:3][C:4]([CH2:5][O:6][c:7]1[c:8]([F:22])[cH:9][c:10]([N:13]([CH3:14])[C:15]([O:16][C:17]([CH3:18])([CH3:19])[CH3:20])=[O:21])[cH:11][cH:12]1)=[O:23].[CH3:24][O:25][C:26](=[O:27])[CH2:28][O:29][c:30]1[cH:31][cH:32][c:33]([N:34]([C:35]([O:36][C:37]([CH3:38])([CH3:39])[CH3:40])=[O:41])[CH3:42])[cH:43][c:44]1[F:45].[F:46][C:47]([F:48])([F:49])[C:50]([OH:51])=[O:52]>>[CH2:1]([CH3:2])[O:3][C:4]([CH2:5][O:6][c:7]1[c:8]([F:22])[cH:9][c:10]([NH:13][CH3:14])[cH:11][cH:12]1)=[O:23].